Dataset: the Open Reaction Database (ORD), a public repository of structured organic reaction records. Task: describe an organic reaction: reactants, conditions, products, and yield The reactants are C1COCCO1, Cc1ccc2c(c1)C1(CC(c3ccccc3)O2)NC(=O)NC1=O, COc1ccc(P2(=S)SP(=S)(c3ccc(OC)cc3)S2)cc1. The product is Cc1ccc2c(c1)C1(CC(c3ccccc3)O2)NC(=S)NC1=O. As a reaction SMILES: [CH2:46]1[O:47][CH2:48][CH2:49][O:50][CH2:51]1.[CH3:1][c:2]1[cH:3][c:4]2[c:9]([cH:10][cH:11]1)[O:8][CH:7]([c:12]1[cH:13][cH:14][cH:15][cH:16][cH:17]1)[CH2:6][C:5]21[NH:18][C:19](=[O:23])[NH:20][C:21]1=[O:22].[CH3:24][O:25][c:26]1[cH:27][cH:28][c:29]([P:30]2(=[S:33])[S:31][P:32]([c:34]3[cH:35][cH:36][c:37]([O:38][CH3:39])[cH:40][cH:41]3)(=[S:42])[S:43]2)[cH:44][cH:45]1>>[CH3:1][c:2]1[cH:3][c:4]2[c:9]([cH:10][cH:11]1)[O:8][CH:7]([c:12]1[cH:13][cH:14][cH:15][cH:16][cH:17]1)[CH2:6][C:5]21[NH:18][C:19](=[S:33])[NH:20][C:21]1=[O:22].